Dataset: the Open Reaction Database (ORD), a public repository of structured organic reaction records. Task: describe an organic reaction: reactants, conditions, products, and yield The product is CC1=C(C=NC(=C1OCC1=CC=C(C=C1)C#N)C)COC1=CC=C(C#N)C=C1 (4-[4,6-Dimethyl-5-(4-cyano-benzyloxy)-pyridin-3-ylmethoxy]-benzonitrile). Reaction SMILES: [OH:1][CH2:2][C:3]1[C:4]([CH3:20])=[C:5]([O:10][CH2:11][C:12]2[CH:19]=[CH:18][C:15]([C:16]#[N:17])=[CH:14][CH:13]=2)[C:6]([CH3:9])=[N:7][CH:8]=1.[C:21]([C:23]1[CH:28]=[CH:27][C:26](O)=[CH:25][CH:24]=1)#[N:22]>>[CH3:20][C:4]1[C:5]([O:10][CH2:11][C:12]2[CH:19]=[CH:18][C:15]([C:16]#[N:17])=[CH:14][CH:13]=2)=[C:6]([CH3:9])[N:7]=[CH:8][C:3]=1[CH2:2][O:1][C:26]1[CH:27]=[CH:28][C:23]([C:21]#[N:22])=[CH:24][CH:25]=1. Procedure details: The coupling of 4-(5-hydroxymethyl-2,4-dimethyl-pyridin-3-yloxymethyl)-benzonitrile (22) (800 mg, 3.0 mmol) and 4-cyanophenol (715 mg, 6.0 mmol), as described in Example 9, gave 4-[4,6-dimethyl-5-(4-cyano-benzyloxy)-pyridin-3-ylmethoxy]-benzonitrile (67) (433 mg, 39% yield). The yield is 39.1%. The reactants are OCC=1C(=C(C(=NC1)C)OCC1=CC=C(C#N)C=C1)C (4-(5-Hydroxymethyl-2,4-dimethyl-pyridin-3-yloxymethyl)-benzonitrile), C(#N)C1=CC=C(C=C1)O (4-cyanophenol).